This data is from the Open Reaction Database (ORD), a public repository of structured organic reaction records. The task is: describe an organic reaction: reactants, conditions, products, and yield The reactants are O (Water), N1C(=CC2=CC=CC=C12)C(=O)OCC1=CC=CC=C1 (Benzyl indole-2-carboxylate), BrCCCCC(=O)OCC (Ethyl 5-bromopentanoate), [H-].[Na+] (Sodium hydride). The solvent is CN(C)C=O (DMF). Conditions: time 30 minute. The product is C(C)OC(=O)CCCCN1C(=CC2=CC=CC=C12)C(=O)OCC1=CC=CC=C1 (benzyl 1-(4-ethoxycarbonylbutyl)indole-2-carboxylate). As a reaction SMILES: [NH:1]1[C:9]2[C:4](=[CH:5][CH:6]=[CH:7][CH:8]=2)[CH:3]=[C:2]1[C:10]([O:12][CH2:13][C:14]1[CH:19]=[CH:18][CH:17]=[CH:16][CH:15]=1)=[O:11].[H-].[Na+].Br[CH2:23][CH2:24][CH2:25][CH2:26][C:27]([O:29][CH2:30][CH3:31])=[O:28].O>CN(C=O)C>[CH2:30]([O:29][C:27]([CH2:26][CH2:25][CH2:24][CH2:23][N:1]1[C:9]2[C:4](=[CH:5][CH:6]=[CH:7][CH:8]=2)[CH:3]=[C:2]1[C:10]([O:12][CH2:13][C:14]1[CH:19]=[CH:18][CH:17]=[CH:16][CH:15]=1)=[O:11])=[O:28])[CH3:31] |f:1.2|. Reported procedure: Benzyl indole-2-carboxylate (10 g) was dissolved in DMF (100 ml). Sodium hydride (60% oil, 1.8 g) was added under ice-cooling, and the mixture was stirred for 30 minutes. Ethyl 5-bromopentanoate (6.7 ml) was further added and the mixture was stirred for 6 hours. Water was added to the reaction mixture, and the mixture was extracted with ethyl acetate. The mixture was washed with saturated brine and dried over magnesium sulfate. The solvent was evaporated, and the residue was purified by silica g... The reactants are COC(=O)C1=NC=C(C=C1)OCC=C(C)Cl (5-(3-chloro-2-butenyloxy)-2-pyridinecarboxylic acid methyl ester), Cl (hydrochloric acid). Product: ClC(=CCOC=1C=CC(=NC1)C(=O)O)C (5-(3-chloro-2-butenyloxy)-2-pyridinecarboxylic acid). As a reaction SMILES: C[O:2][C:3]([C:5]1[CH:10]=[CH:9][C:8]([O:11][CH2:12][CH:13]=[C:14]([Cl:16])[CH3:15])=[CH:7][N:6]=1)=[O:4].Cl>>[Cl:16][C:14]([CH3:15])=[CH:13][CH2:12][O:11][C:8]1[CH:9]=[CH:10][C:5]([C:3]([OH:4])=[O:2])=[N:6][CH:7]=1. Reported procedure: A mixture of 3.0 g of 5-(3-chloro-2-butenyloxy)-2-pyridinecarboxylic acid methyl ester and 30 ml of 6N-hydrochloric acid is heated on a steam bath for one hour. After that, the solution is cooled and the pH is adjusted to 5-6. Then the solution is evaporated and the residue extracted with ethanol. The ethanol extract is evaporated to yield 5-(3-chloro-2-butenyloxy)-2-pyridinecarboxylic acid melting at 96°-98°. Starting materials: C1(=CC=CC2=CC=CC=C12)C(=O)C1=CC2=C(N(C(S2)=O)CCOC2=CC=C(C=C(C(=O)OC)C(=O)OC)C=C2)C=C1 (Dimethyl 2-{4-[2-(6-(1-naphthoyl)-2-oxo-1,3-benzothiazol-3(2H)-yl)ethoxy]benzylidene}malonate), C(C)(C)OC(C)C (isopropyl ether). Product: C1(=CC=CC2=CC=CC=C12)C(=O)C1=CC2=C(N(C(S2)=O)CCOC2=CC=C(CC(C(=O)OC)C(=O)OC)C=C2)C=C1 (Dimethyl 2-{4-[2-(6-(1-naphthoyl)-2-oxo-1,3-benzothiazol-3(2H)-yl)ethoxy]benzyl}malonate). Reaction SMILES: [C:1]1([C:11]([C:13]2[CH:41]=[CH:40][C:16]3[N:17]([CH2:21][CH2:22][O:23][C:24]4[CH:39]=[CH:38][C:27]([CH:28]=[C:29]([C:34]([O:36][CH3:37])=[O:35])[C:30]([O:32][CH3:33])=[O:31])=[CH:26][CH:25]=4)[C:18](=[O:20])[S:19][C:15]=3[CH:14]=2)=[O:12])[C:10]2[C:5](=[CH:6][CH:7]=[CH:8][CH:9]=2)[CH:4]=[CH:3][CH:2]=1.C(OC(C)C)(C)C>>[C:1]1([C:11]([C:13]2[CH:41]=[CH:40][C:16]3[N:17]([CH2:21][CH2:22][O:23][C:24]4[CH:39]=[CH:38][C:27]([CH2:28][CH:29]([C:34]([O:36][CH3:37])=[O:35])[C:30]([O:32][CH3:33])=[O:31])=[CH:26][CH:25]=4)[C:18](=[O:20])[S:19][C:15]=3[CH:14]=2)=[O:12])[C:10]2[C:5](=[CH:6][CH:7]=[CH:8][CH:9]=2)[CH:4]=[CH:3][CH:2]=1. Reported procedure: The procedure is as in Example 40, starting from the compound obtained in Example 47. The recrystallisation solvent is isopropyl ether. The reactants are COC(OC)c1ccc(C(O)(C(F)(F)F)C(F)(F)F)cc1, ClCCl, O=C(O)C(F)(F)F. As a reaction SMILES: [CH3:1][O:2][CH:3]([c:4]1[cH:5][cH:6][c:7]([C:10]([C:11]([F:12])([F:13])[F:14])([C:15]([F:16])([F:17])[F:18])[OH:19])[cH:8][cH:9]1)[O:20][CH3:21].[Cl:29][CH2:30][Cl:31].[F:22][C:23]([F:24])([F:25])[C:26]([OH:27])=[O:28]>>[O:2]=[CH:3][c:4]1[cH:5][cH:6][c:7]([C:10]([C:11]([F:12])([F:13])[F:14])([C:15]([F:16])([F:17])[F:18])[OH:19])[cH:8][cH:9]1. Yields the product O=Cc1ccc(C(O)(C(F)(F)F)C(F)(F)F)cc1. Reactants: FC1=CC2=C(C(=NO2)C2CCN(CC2)CC(=O)N2CCCC3=CC=CC=C23)C=C1 (2-[4-(6-fluoro-1,2-benzisoxazol-3-yl)-1-piperidinyl]-1-(1,2,3,4-tetrahydroquinolin-1-yl)ethanone), [H-].[Al+3].[Li+].[H-].[H-].[H-] (lithium aluminum hydride), C(\C=C\C(=O)O)(=O)O (fumaric acid). Run in C1CCOC1 (THF), C(C)O (ethanol), C(C)O (ethanol). Conditions: time 8 hour. Product: C(\C=C\C(=O)O)(=O)O.FC1=CC2=C(C(=NO2)C2CCN(CC2)CCN2CCCC3=CC=CC=C23)C=C1 (N-[2-[4-(6-Fluoro-1,2-benzisoxazol-3-yl)-1-piperidinyl]ethyl]-1,2,3,4-tetrahydroquinoline fumarate). As a reaction SMILES: [F:1][C:2]1[CH:29]=[CH:28][C:5]2[C:6]([CH:9]3[CH2:14][CH2:13][N:12]([CH2:15][C:16]([N:18]4[C:27]5[C:22](=[CH:23][CH:24]=[CH:25][CH:26]=5)[CH2:21][CH2:20][CH2:19]4)=O)[CH2:11][CH2:10]3)=[N:7][O:8][C:4]=2[CH:3]=1.[H-].[Al+3].[Li+].[H-].[H-].[H-].[C:36]([OH:43])(=[O:42])/[CH:37]=[CH:38]/[C:39]([OH:41])=[O:40]>C1COCC1.C(O)C>[C:36]([OH:43])(=[O:42])/[CH:37]=[CH:38]/[C:39]([OH:41])=[O:40].[F:1][C:2]1[CH:29]=[CH:28][C:5]2[C:6]([CH:9]3[CH2:10][CH2:11][N:12]([CH2:15][CH2:16][N:18]4[C:27]5[C:22](=[CH:23][CH:24]=[CH:25][CH:26]=5)[CH2:21][CH2:20][CH2:19]4)[CH2:13][CH2:14]3)=[N:7][O:8][C:4]=2[CH:3]=1 |f:1.2.3.4.5.6,10.11|. Reported procedure: To a stirred solution of 2-[4-(6-fluoro-1,2-benzisoxazol-3-yl)-1-piperidinyl]-1-(1,2,3,4-tetrahydroquinolin-1-yl)ethanone (5.5 g, 14 mmol) in THF (0.50 ml) was charged with lithium aluminum hydride (17 ml, 17 mmol, 1M in ether) dropwise under N at room temperature. The mixture was stirred for 8 hours at room temperature. At the end of this period the excess of hydride was quenched with ice chips and 3 ml of 20% NaOH. The mixture was diluted with EtOAc (150 ml) and stirred for 1 hour. The EtOAc w... Reactants: C=1C=CC(=CC1)P(C=2C=CC=CC2)C3=CC=C4C=CC=CC4=C3C5=C6C=CC=CC6=CC=C5P(C=7C=CC=CC7)C=8C=CC=CC8 (rac-BINAP), BrC1=CC(=C2N=CC=NC2=C1)OC1CCC(CC1)N1C(C2=CC=CC=C2C1=O)=O (2-[4-(7-bromoquinoxalin-5-yl)oxycyclohexyl]isoindoline-1,3-dione), N1CCOCC1 (morpholine), C(=O)([O-])[O-].[Cs+].[Cs+] (Cs2CO3). The reagents and catalysts are C=1C=CC(=CC1)/C=C/C(=O)/C=C/C2=CC=CC=C2.C=1C=CC(=CC1)/C=C/C(=O)/C=C/C2=CC=CC=C2.C=1C=CC(=CC1)/C=C/C(=O)/C=C/C2=CC=CC=C2.[Pd].[Pd] (Pd2(dba)3). Solvent: C1(=CC=CC=C1)C (toluene). Conditions: temperature 110 celsius. Product: O1CCN(CC1)C1=CC(=C2N=CC=NC2=C1)O[C@H]1CC[C@H](CC1)N1C(C2=CC=CC=C2C1=O)=O (2-((cis)-4-((7-morpholinoquinoxalin-5-yl)oxy)cyclohexyl)isoindoline-1,3-dione). The yield is 74.2%. RXN SMILES: Br[C:2]1[CH:11]=[C:10]2[C:5]([N:6]=[CH:7][CH:8]=[N:9]2)=[C:4]([O:12][CH:13]2[CH2:18][CH2:17][CH:16]([N:19]3[C:27](=[O:28])[C:26]4[C:21](=[CH:22][CH:23]=[CH:24][CH:25]=4)[C:20]3=[O:29])[CH2:15][CH2:14]2)[CH:3]=1.[NH:30]1[CH2:35][CH2:34][O:33][CH2:32][CH2:31]1.C([O-])([O-])=O.[Cs+].[Cs+].C1C=CC(P(C2C(C3C(P(C4C=CC=CC=4)C4C=CC=CC=4)=CC=C4C=3C=CC=C4)=C3C(C=CC=C3)=CC=2)C2C=CC=CC=2)=CC=1>C1(C)C=CC=CC=1.C1C=CC(/C=C/C(/C=C/C2C=CC=CC=2)=O)=CC=1.C1C=CC(/C=C/C(/C=C/C2C=CC=CC=2)=O)=CC=1.C1C=CC(/C=C/C(/C=C/C2C=CC=CC=2)=O)=CC=1.[Pd].[Pd]>[O:33]1[CH2:34][CH2:35][N:30]([C:2]2[CH:11]=[C:10]3[C:5]([N:6]=[CH:7][CH:8]=[N:9]3)=[C:4]([O:12][C@@H:13]3[CH2:18][CH2:17][C@H:16]([N:19]4[C:27](=[O:28])[C:26]5[C:21](=[CH:22][CH:23]=[CH:24][CH:25]=5)[C:20]4=[O:29])[CH2:15][CH2:14]3)[CH:3]=2)[CH2:31][CH2:32]1 |f:2.3.4,7.8.9.10.11|. Reported procedure: As shown in step 9-ii of Scheme 9, In a round bottom flask fitted with a condenser, a mixture of 2-[4-(7-bromoquinoxalin-5-yl)oxycyclohexyl]isoindoline-1,3-dione (6.2 g, 12.34 mmol), morpholine (1.61 g, 1.62 mL, 18.5 mmol), and Cs2CO3 (12.06 g, 37.0 mmol) in anhydrous toluene (73 mL) was treated with rac-BINAP (768.4 mg, 1.234 mmol) and Pd2(dba)3 (565 mg, 0.617 mmol). The reaction mixture was heated at 110° C. for 18 hours. After cooling to room temperature, the mixture was filtered through diat... The reactants are C(C=C)OC(C1=CC(=CC(=C1)[N+](=O)[O-])C(N(C)O)=O)=O (3-(N-methyl-hydroxycarbamoyl)-5-nitro-benzoic acid allyl ester), C(C=C)Br (allyl bromide), C([O-])([O-])=O.[K+].[K+] (potassium carbonate). The solvent is CN(C)C=O (DMF). Reaction conditions: time 3 hour. The product is C(C=C)OC(C1=CC(=CC(=C1)[N+](=O)[O-])C(N(C)OCC=C)=O)=O (3-(N-methyl-allyloxycarbamoyl)-5-nitro-benzoic acid allyl ester). Isolated yield 83.3%. RXN SMILES: [CH2:1]([O:4][C:5](=[O:20])[C:6]1[CH:11]=[C:10]([N+:12]([O-:14])=[O:13])[CH:9]=[C:8]([C:15](=[O:19])[N:16]([OH:18])[CH3:17])[CH:7]=1)[CH:2]=[CH2:3].[CH2:21](Br)[CH:22]=[CH2:23].C(=O)([O-])[O-].[K+].[K+]>CN(C=O)C>[CH2:1]([O:4][C:5](=[O:20])[C:6]1[CH:11]=[C:10]([N+:12]([O-:14])=[O:13])[CH:9]=[C:8]([C:15](=[O:19])[N:16]([O:18][CH2:23][CH:22]=[CH2:21])[CH3:17])[CH:7]=1)[CH:2]=[CH2:3] |f:2.3.4|. Reported procedure: A mixture of (8(a)) (0.60 g), allyl bromide (0.28 g), potassium carbonate (0.59 g) and DMF (20 ml) was stirred for 3 hours at ambient temperature under an argon atmosphere. The dimethyl formamide was then evaporated under reduced pressure and the residue dissolved in ethyl acetate (50 ml) and water (50ml). The organic phase was separated, washed with brine (50 ml), dried over magnesium sulphate and evaporated under reduced pressure to dryness to give 3-(N-methyl-allyloxycarbamoyl)-5-nitro-benzoi... Starting materials: C(C)/C(=C/C)/C1=CC(=C(C=C1)OCC1=CC=CC=C1)OC (4-((1Z)-1-ethylprop-1-enyl)-1-benzyloxy-2-methoxybenzene), O (H2O). The product is COC=1C=C(C=CC1OCC1=CC=CC=C1)C(C(C)O)CC (3-(3-methoxy-4-benzyloxyphenyl)pentan-2-ol). RXN SMILES: [CH2:1](/[C:3](/[C:6]1[CH:11]=[CH:10][C:9]([O:12][CH2:13][C:14]2[CH:19]=[CH:18][CH:17]=[CH:16][CH:15]=2)=[C:8]([O:20][CH3:21])[CH:7]=1)=[CH:4]/[CH3:5])[CH3:2].[OH2:22]>>[CH3:21][O:20][C:8]1[CH:7]=[C:6]([CH:3]([CH2:1][CH3:2])[CH:4]([OH:22])[CH3:5])[CH:11]=[CH:10][C:9]=1[O:12][CH2:13][C:14]1[CH:15]=[CH:16][CH:17]=[CH:18][CH:19]=1. Procedure details: Addition of H2O to 4-((1Z)-1-ethylprop-1-enyl)-1-benzyloxy-2-methoxybenzene to yield 3-(3-methoxy-4-benzyloxyphenyl)pentan-2-ol. Reactants: CC(C)(C)[Si](C)(C)OCCCBr, CC#N, Cl, Cl, FC1CCNC1, [K+], [K+], O=C([O-])[O-], O. The product is CC(C)(C)[Si](C)(C)OCCCN1CCC(F)C1. RXN SMILES: [Br:9][CH2:10][CH2:11][CH2:12][O:13][Si:14]([CH3:15])([CH3:16])[C:17]([CH3:18])([CH3:19])[CH3:20].[CH3:27][C:28]#[N:29].[ClH:1].[ClH:2].[F:3][CH:4]1[CH2:5][NH:6][CH2:7][CH2:8]1.[K+:21].[K+:22].[O-:23][C:24]([O-:25])=[O:26].[OH2:30]>>[F:3][CH:4]1[CH2:5][N:6]([CH2:10][CH2:11][CH2:12][O:13][Si:14]([CH3:15])([CH3:16])[C:17]([CH3:18])([CH3:19])[CH3:20])[CH2:7][CH2:8]1.